From a dataset of the Open Reaction Database (ORD), a public repository of structured organic reaction records. describe an organic reaction: reactants, conditions, products, and yield Starting materials: [BH4-], CO, Cl, [Li+], CC1CCCC(=Nn2c(=O)c(C3=NS(=O)(=O)c4ccccc4N3)c(O)c3ccccc32)C1, C1CCOC1, O. Product: CC1CCCC(Nn2c(=O)c(C3=NS(=O)(=O)c4ccccc4N3)c(O)c3ccccc32)C1. Reaction SMILES: [BH4-:35].[CH3:33][OH:34].[ClH:37].[Li+:36].[O:1]=[S:2]1(=[O:32])[N:3]=[C:4]([c:12]2[c:13](=[O:31])[n:14]([N:23]=[C:24]3[CH2:25][CH:26]([CH3:30])[CH2:27][CH2:28][CH2:29]3)[c:15]3[cH:16][cH:17][cH:18][cH:19][c:20]3[c:21]2[OH:22])[NH:5][c:6]2[c:7]1[cH:8][cH:9][cH:10][cH:11]2.[O:38]1[CH2:39][CH2:40][CH2:41][CH2:42]1.[OH2:43]>>[O:1]=[S:2]1(=[O:32])[N:3]=[C:4]([c:12]2[c:13](=[O:31])[n:14]([NH:23][CH:24]3[CH2:25][CH:26]([CH3:30])[CH2:27][CH2:28][CH2:29]3)[c:15]3[cH:16][cH:17][cH:18][cH:19][c:20]3[c:21]2[OH:22])[NH:5][c:6]2[c:7]1[cH:8][cH:9][cH:10][cH:11]2. The reactants are BrC(C(=O)O)C1=CC=C(C=C1)F (2-bromo-2-(4-fluorophenyl)acetic acid), FC=1C=C(N)C=CC1 (3-fluoroaniline), FC=1C=C(N)C=CC1 (3-fluoroaniline). The solvent is CCOC(=O)C (EtOAc), C(C)#N (acetonitrile). Run at temperature 100 celsius. Product: FC1=CC=C(C=C1)C(C(=O)O)NC1=CC(=CC=C1)F (2-(4-fluorophenyl)-2-(3-fluorophenylamino)acetic acid). Yield: 90.1%. As a reaction SMILES: Br[CH:2]([C:6]1[CH:11]=[CH:10][C:9]([F:12])=[CH:8][CH:7]=1)[C:3]([OH:5])=[O:4].[F:13][C:14]1[CH:15]=[C:16]([CH:18]=[CH:19][CH:20]=1)[NH2:17]>C(#N)C.CCOC(C)=O>[F:12][C:9]1[CH:10]=[CH:11][C:6]([CH:2]([NH:17][C:16]2[CH:18]=[CH:19][CH:20]=[C:14]([F:13])[CH:15]=2)[C:3]([OH:5])=[O:4])=[CH:7][CH:8]=1. Reported procedure: A mixture of 2-bromo-2-(4-fluorophenyl)acetic acid (500 mg, 2.15 mmol) and 3-fluoroaniline (477 mg, 4.29 mmol) in acetonitrile (8 ml) was heated under microwave irradiation at 100° C. for 50 minutes. Then 3-fluoroaniline (238 mg, 2.15 mmol) was added again, and the reaction mixture was heated at 120° C. for 45 minutes in a microwave oven (UPLC-MS monitoring: complete conversion). The organic solution was diluted with EtOAc and was washed with 2N HCl and then with brine. The organic phase was dri... The product is C(=O)(OCC)C=1N(C=C(C1C)C(=O)OCC)C (2,4-Dicarbethoxy-1,3-dimethylpyrrole). Run in CC(=O)C (acetone). RXN SMILES: [C:1]([C:6]1[NH:7][CH:8]=[C:9]([C:12]([O:14][CH2:15][CH3:16])=[O:13])[C:10]=1[CH3:11])([O:3][CH2:4][CH3:5])=[O:2].[C:17]([O-])([O-])=O.[K+].[K+].IC>CC(C)=O>[C:1]([C:6]1[N:7]([CH3:17])[CH:8]=[C:9]([C:12]([O:14][CH2:15][CH3:16])=[O:13])[C:10]=1[CH3:11])([O:3][CH2:4][CH3:5])=[O:2] |f:1.2.3|. Starting materials: C(=O)(OCC)C=1NC=C(C1C)C(=O)OCC (2,4-dicarbethoxy-3 methylpyrrole), C(=O)([O-])[O-].[K+].[K+] (K2CO3), IC (iodomethane). Procedure details: A solution of 2,4-dicarbethoxy-3 methylpyrrole (25) (2.44 g, 10.9 mmol), K2CO3 (9.9 g), and iodomethane (55 ml) in 750 ml acetone was refluxed at 50° C. for 15 hours. The solution was concentrated in vacuo, partitioned between 450 ml of dichloromethane and 600 ml of water. The aqueous layer was extracted with CH2Cl2 (2×500 ml), dried (sodium sulfate), and concentrated in vacuo to yield a brown oil that solidified upon standing at room temperature for several minutes and was used without further ... The yield is 91.0%. Reactants: COC1=CC=C(N)C=C1 (4-methoxy-aniline), Br.BrCCN (2-bromoethylamine-hydrobromide), Cl.OC(CN1CCC(CC1)N1C(N(CC1)C1=CC=C(C=C1)OC)=O)COC1=C(C=CC=C1)OC (1-{1-[2-hydroxy-3-(2-methoxyphenoxy)-propyl]-4-piperidyl}-3-(4-methoxy-phenyl)-imidazolidin-2-one-hydrochloride). Run in C(C)C(=O)C (methyl ethyl ketone). Product: COC1=CC=C(C=C1)C(CN)N (1-(4-methoxyphenyl)-ethylenediamine). RXN SMILES: Cl.OC(COC1C=CC=CC=1OC)CN1CCC([N:11]2[CH2:15][CH2:14][N:13](C3C=CC(OC)=CC=3)C2=O)CC1.[CH3:35][O:36][C:37]1[CH:43]=[CH:42][C:40](N)=[CH:39][CH:38]=1.Br.BrCCN>C(C(C)=O)C>[CH3:35][O:36][C:37]1[CH:43]=[CH:42][C:40]([CH:14]([NH2:13])[CH2:15][NH2:11])=[CH:39][CH:38]=1 |f:0.1,3.4|. Procedure: A mixture of 17.9 g of 1-(4-methoxy-phenyl)-3-(4-piperidyl)-2-imidazolidinone and 11.7 g of 1-(2-methoxyphenyloxy)-2,3-epoxypropane in 200 ml of isopropyl alcohol is refluxed for 6 hours. The mixture is thereafter acidified with 5 N methanolic hydrochloric acid and concentrated under reduced pressure. The residue is freed from moisture still adhering to it by treatment with toluene. Recrystallisation of the residue from methanol with the addition of activated charcoal yields the 1-{1-[2-hydroxy-... Starting materials: O=C(O)C1=CC=C2C1=CC(C(=O)OCc1ccccc1)N2Cc1ccc(Cl)c(Cl)c1, CCOC(C)=O, [H][H], [Na+], [OH-], O. Product: O=C(O)C1=CC=C2C1=CC(C(=O)O)N2Cc1ccc(Cl)c(Cl)c1. Reaction SMILES: [C:1](=[O:2])([OH:3])[C:4]1=[CH:5][CH:6]=[C:7]2[N:8]([CH2:22][c:23]3[cH:24][c:25]([Cl:30])[c:26]([Cl:29])[cH:27][cH:28]3)[CH:9]([C:12](=[O:13])[O:14][CH2:15][c:16]3[cH:17][cH:18][cH:19][cH:20][cH:21]3)[CH:10]=[C:11]12.[CH3:33][CH2:34][O:35][C:36](=[O:37])[CH3:38].[H:31][H:32].[Na+:40].[OH-:39].[OH2:41]>>[C:1](=[O:2])([OH:3])[C:4]1=[CH:5][CH:6]=[C:7]2[N:8]([CH2:22][c:23]3[cH:24][c:25]([Cl:30])[c:26]([Cl:29])[cH:27][cH:28]3)[CH:9]([C:12](=[O:13])[OH:14])[CH:10]=[C:11]12. The reactants are c1ccc(CN2CCC3(CC2)OCc2ncccc23)cc1, OCC(F)(F)F. Product: c1cnc2c(c1)C1(CCNCC1)OC2. RXN SMILES: [CH2:1]([c:2]1[cH:3][cH:4][cH:5][cH:6][cH:7]1)[N:8]1[CH2:9][CH2:10][C:11]2([O:12][CH2:13][c:14]3[n:15][cH:16][cH:17][cH:18][c:19]32)[CH2:20][CH2:21]1.[OH:22][CH2:23][C:24]([F:25])([F:26])[F:27]>>[NH:8]1[CH2:9][CH2:10][C:11]2([O:12][CH2:13][c:14]3[n:15][cH:16][cH:17][cH:18][c:19]32)[CH2:20][CH2:21]1. Reactants: CC1N(N=C(C2=C(C1)C=C1C(=C2)OCO1)C1=CC=C(C=C1)[N+](=O)[O-])C#N ((±)-8-Methyl-5-(4-nitrophenyl)-8,9-dihydro-7H-1,3-dioxolo[4,5-h][2,3]benzodiazepine-7-carbonitrile), CN(C=O)C (dimethylformamide), [N-]=[N+]=[N-].[Na+] (sodium azide), [Cl-].[NH4+] (ammonium chloride). Run in O (water). Reaction conditions: temperature 140 celsius, time 30 minute. Yields the product CC1N(N=C(C2=C(C1)C=C1C(=C2)OCO1)C1=CC=C(C=C1)[N+](=O)[O-])C1=NN=NN1 ((±)-8-Methyl-5-(4-nitrophenyl)-7-(5-tetrazolyl)-8,9-dihydro-7H-1,3-dioxolo[4,5-h][2,3]benzodiazepine). Isolated yield 101.7%. As a reaction SMILES: [CH3:1][CH:2]1[CH2:8][C:7]2[CH:9]=[C:10]3[O:15][CH2:14][O:13][C:11]3=[CH:12][C:6]=2[C:5]([C:16]2[CH:21]=[CH:20][C:19]([N+:22]([O-:24])=[O:23])=[CH:18][CH:17]=2)=[N:4][N:3]1[C:25]#[N:26].CN(C)C=O.[N-:32]=[N+:33]=[N-:34].[Na+].[Cl-].[NH4+]>O>[CH3:1][CH:2]1[CH2:8][C:7]2[CH:9]=[C:10]3[O:15][CH2:14][O:13][C:11]3=[CH:12][C:6]=2[C:5]([C:16]2[CH:17]=[CH:18][C:19]([N+:22]([O-:24])=[O:23])=[CH:20][CH:21]=2)=[N:4][N:3]1[C:25]1[NH:34][N:33]=[N:32][N:26]=1 |f:2.3,4.5|. Reported procedure: A mixture of 0.60 g (1.70 mmol) of the starting material XXIII, 3 ml of dimethylformamide, 0.12 g (1.87 mmol) of sodium azide and 0.10 g (1.87 mmol) of ammonium chloride was stirred at 140° C. for 30 min. The cooled reaction mixture was diluted with water and the precipitated crystals were filtered off. The so obtained product was purified by column chromatography using silica gel (MN Kieselgel 60) as adsorbent and a mixture of chloroform-methanol (99:1) as eluent to yield 0.68 g (54%) of the ti... Yield: 91.3%. As a reaction SMILES: [F:1][C:2]1[CH:7]=[CH:6][C:5]([C:8]2[O:9][C:10]([C:19]3[S:20][CH:21]=[CH:22][CH:23]=3)=[C:11]([CH2:13][C:14]([O:16]CC)=[O:15])[N:12]=2)=[CH:4][CH:3]=1.CO.[OH-].[K+]>O>[F:1][C:2]1[CH:7]=[CH:6][C:5]([C:8]2[O:9][C:10]([C:19]3[S:20][CH:21]=[CH:22][CH:23]=3)=[C:11]([CH2:13][C:14]([OH:16])=[O:15])[N:12]=2)=[CH:4][CH:3]=1 |f:2.3|. Reactants: FC1=CC=C(C=C1)C=1OC(=C(N1)CC(=O)OCC)C=1SC=CC1 (ethyl 2-[2-(4-fluorophenyl)-5-(2-thienyl)-4-oxazolyl]acetate), CO (methanol), [OH-].[K+] (potassium hydroxide). Product: FC1=CC=C(C=C1)C=1OC(=C(N1)CC(=O)O)C=1SC=CC1 (2-[2-(4-fluorophenyl)-5-(2-thienyl)-4-oxazolyl]acetic acid). Procedure details: 14.0 g of ethyl 2-[2-(4-fluorophenyl)-5-(2-thienyl)-4-oxazolyl]acetate, 300 ml of methanol, 30 ml of water and 5.6 g of potassium hydroxide are treated in the same manner as described in Example 8. 11.7 g of 2-[2-(4-fluorophenyl)-5-(2-thienyl)-4-oxazolyl]acetic acid are thereby obtained. Solvent: O (water). The reactants are [Al+3], Cc1ccc(-c2nc(Cl)nc(-c3ccc(C)cc3C)n2)c(C)c1, [Cl-], [Cl-], [Cl-], Clc1ccccc1Cl, Oc1ccc2ccc(O)cc2c1. The product is Cc1ccc(-c2nc(-c3ccc(C)cc3C)nc(-c3c(O)ccc4ccc(O)cc34)n2)c(C)c1. As a reaction SMILES: [Al+3:37].[CH3:1][c:2]1[c:3](-[c:9]2[n:10][c:11]([Cl:23])[n:12][c:13](-[c:15]3[c:16]([CH3:22])[cH:17][c:18]([CH3:21])[cH:19][cH:20]3)[n:14]2)[cH:4][cH:5][c:6]([CH3:8])[cH:7]1.[Cl-:36].[Cl-:38].[Cl-:39].[Cl:40][c:41]1[cH:42][cH:43][cH:44][cH:45][c:46]1[Cl:47].[OH:24][c:25]1[cH:26][c:27]2[cH:28][c:29]([OH:35])[cH:30][cH:31][c:32]2[cH:33][cH:34]1>>[CH3:1][c:2]1[c:3](-[c:9]2[n:10][c:11](-[c:26]3[c:25]([OH:24])[cH:34][cH:33][c:32]4[c:27]3[cH:28][c:29]([OH:35])[cH:30][cH:31]4)[n:12][c:13](-[c:15]3[c:16]([CH3:22])[cH:17][c:18]([CH3:21])[cH:19][cH:20]3)[n:14]2)[cH:4][cH:5][c:6]([CH3:8])[cH:7]1. Starting materials: BrC1=CN=C(S1)C1=CC(=C(C=C1)OC(C)C)Cl (5-bromo-2-{3-chloro-4-[(1-methylethyl)oxy]phenyl}-1,3-thiazole), C(C)C1=C(C=CC=C1\C=C\OC)B1OC(C(O1)(C)C)(C)C (2-{2-ethyl-3-[(E)-2-(methyloxy)ethenyl]phenyl}-4,4,5,5-tetramethyl-1,3,2-dioxaborolane), P(=O)([O-])([O-])[O-].[K+].[K+].[K+] (tripotassium phosphate). Reagents/catalysts: C=1C=CC(=CC1)[P](C=2C=CC=CC2)(C=3C=CC=CC3)[Pd]([P](C=4C=CC=CC4)(C=5C=CC=CC5)C=6C=CC=CC6)([P](C=7C=CC=CC7)(C=8C=CC=CC8)C=9C=CC=CC9)[P](C=1C=CC=CC1)(C=1C=CC=CC1)C=1C=CC=CC1 (Pd(Ph3P)4). Solvent: CN(C=O)C (N,N-dimethylformamide), O (water). Reaction conditions: temperature 120 celsius. Product: ClC=1C=C(C=CC1OC(C)C)C=1SC(=CN1)C1=C(C(=CC=C1)\C=C\OC)CC (2-{3-chloro-4-[(1-methylethyl)oxy]phenyl}-5-{2-ethyl-3-[(E)-2-(methyloxy)ethenyl]phenyl}-1,3-thiazole). Isolated yield 80.4%. Reaction SMILES: Br[C:2]1[S:6][C:5]([C:7]2[CH:12]=[CH:11][C:10]([O:13][CH:14]([CH3:16])[CH3:15])=[C:9]([Cl:17])[CH:8]=2)=[N:4][CH:3]=1.[CH2:18]([C:20]1[C:25](/[CH:26]=[CH:27]/[O:28][CH3:29])=[CH:24][CH:23]=[CH:22][C:21]=1B1OC(C)(C)C(C)(C)O1)[CH3:19].P([O-])([O-])([O-])=O.[K+].[K+].[K+]>CN(C)C=O.O.C1C=CC([P]([Pd]([P](C2C=CC=CC=2)(C2C=CC=CC=2)C2C=CC=CC=2)([P](C2C=CC=CC=2)(C2C=CC=CC=2)C2C=CC=CC=2)[P](C2C=CC=CC=2)(C2C=CC=CC=2)C2C=CC=CC=2)(C2C=CC=CC=2)C2C=CC=CC=2)=CC=1>[Cl:17][C:9]1[CH:8]=[C:7]([C:5]2[S:6][C:2]([C:21]3[CH:22]=[CH:23][CH:24]=[C:25](/[CH:26]=[CH:27]/[O:28][CH3:29])[C:20]=3[CH2:18][CH3:19])=[CH:3][N:4]=2)[CH:12]=[CH:11][C:10]=1[O:13][CH:14]([CH3:16])[CH3:15] |f:2.3.4.5,^1:56,58,77,96|. Procedure: To a solution of 5-bromo-2-{3-chloro-4-[(1-methylethyl)oxy]phenyl}-1,3-thiazole (D71) (500 mg), 2-{2-ethyl-3-[(E)-2-(methyloxy)ethenyl]phenyl}-4,4,5,5-tetramethyl-1,3,2-dioxaborolane (530 mg) and tripotassium phosphate (651 mg) in N,N-dimethylformamide (DMF) (12 mL) and water (2 mL) stirred under nitrogen at room temperature was added Pd(Ph3P)4 (177 mg) in one charge. The reaction vessel was sealed and heated under microwave at 120° C. for 15 min. After cooling the reaction, the reaction mixture...